This data is from the Open Reaction Database (ORD), a public repository of structured organic reaction records. The task is: describe an organic reaction: reactants, conditions, products, and yield Reactants: C[Si](CCOCCl)(C)C (2-(trimethylsilyl)ethoxymethyl chloride), FC(C=1C(NC(NC1)=O)=O)(F)F (5-trifluoromethylpyrimidine-2,4-dione), N1C(NC(C=C1)=O)=O (pyrimidine-2,4-dione). Product: C(C1=CC=CC=C1)OCCl (benzyloxymethyl chloride), title compound. Yield: 76.0%. Reaction SMILES: F[C:2](F)(F)[C:3]1[C:4](=[O:10])NC(=O)N[CH:8]=1.N1[CH:18]=[CH:17][C:16](=O)NC1=O.C[Si](C)(C)CCO[CH2:26][Cl:27]>>[CH2:4]([O:10][CH2:26][Cl:27])[C:3]1[CH:2]=[CH:18][CH:17]=[CH:16][CH:8]=1. Procedure: In a similar manner to the procedures described in Reference Example 3, reactions were carried out using 5-trifluoromethylpyrimidine-2,4-dione, instead of pyrimidine-2,4-dione, and using 2-(trimethylsilyl)ethoxymethyl chloride, instead of benzyloxymethyl chloride, to give the title compound (yield 76%) as a white powder. Starting materials: C(C1=CC(OC)=C(O)C(OC)=C1)=O (syringaldehyde), C(C1=CC=CC=C1)Cl (benzyl chloride), [Na+].[I-] (NaI), C([O-])([O-])=O.[K+].[K+] (potassium carbonate). Solvent: CC(=O)C (acetone). Yields the product C(C1=CC=CC=C1)OC1=C(C=C(C=O)C=C1OC)OC (4-Benzyloxy-3,5-dimethoxybenzaldehyde). Isolated yield 79.0%. As a reaction SMILES: [CH:1](=[O:13])[C:2]1[CH:12]=[C:9]([O:10][CH3:11])[C:7]([OH:8])=[C:4]([O:5][CH3:6])[CH:3]=1.[CH2:14](Cl)[C:15]1[CH:20]=[CH:19][CH:18]=[CH:17][CH:16]=1.[Na+].[I-].C(=O)([O-])[O-].[K+].[K+]>CC(C)=O>[CH2:14]([O:8][C:7]1[C:9]([O:10][CH3:11])=[CH:12][C:2]([CH:1]=[O:13])=[CH:3][C:4]=1[O:5][CH3:6])[C:15]1[CH:20]=[CH:19][CH:18]=[CH:17][CH:16]=1 |f:2.3,4.5.6|. Reported procedure: A mixture of syringaldehyde (3.64 g, 20 mmol), benzyl chloride (2.52 g 20 mmol), NaI (2 g) and potassium carbonate (2.76 g, 20 mmol) in anhydrous acetone (60 mL) were refluxed for 5 h and cooled to room temperature. The solid materials were removed by filtration, the filtrate was concentrated and the residue was purified by chromatography on silica gel (230-400 mesh, 50 g) using 5% EtOAc in hexane as the eluent to obtain 13j (4.3 g, 79%); mp 62°-63° C. Reactants: [BH4-], CC(C)COc1ccc(C=O)cc1CN(CCc1ccccc1)c1nc(-c2ccccc2)cs1, CO, CCOC(C)=O, [Na+], C1CCOC1. Product: CC(C)COc1ccc(CO)cc1CN(CCc1ccccc1)c1nc(-c2ccccc2)cs1. As a reaction SMILES: [BH4-:42].[CH2:1]([CH:2]([CH3:3])[CH3:4])[O:5][c:6]1[c:7]([CH2:14][N:15]([c:16]2[s:17][cH:18][c:19](-[c:21]3[cH:22][cH:23][cH:24][cH:25][cH:26]3)[n:20]2)[CH2:27][CH2:28][c:29]2[cH:30][cH:31][cH:32][cH:33][cH:34]2)[cH:8][c:9]([CH:10]=[O:11])[cH:12][cH:13]1.[CH3:35][OH:36].[CH3:44][CH2:45][O:46][C:47](=[O:48])[CH3:49].[Na+:43].[O:37]1[CH2:38][CH2:39][CH2:40][CH2:41]1>>[CH2:1]([CH:2]([CH3:3])[CH3:4])[O:5][c:6]1[c:7]([CH2:14][N:15]([c:16]2[s:17][cH:18][c:19](-[c:21]3[cH:22][cH:23][cH:24][cH:25][cH:26]3)[n:20]2)[CH2:27][CH2:28][c:29]2[cH:30][cH:31][cH:32][cH:33][cH:34]2)[cH:8][c:9]([CH2:10][OH:11])[cH:12][cH:13]1. Reactants: O=C1C2CCCN2S(=O)(=O)N1CCl, CN(C)C=O, Sc1nnnn1-c1ccccc1. The product is O=C1C2CCCN2S(=O)(=O)N1CSc1nnnn1-c1ccccc1. Reaction SMILES: [Cl:13][CH2:14][N:15]1[C:16](=[O:25])[CH:17]2[N:18]([S:19]1(=[O:20])=[O:21])[CH2:22][CH2:23][CH2:24]2.[O:26]=[CH:27][N:28]([CH3:29])[CH3:30].[c:1]1(-[n:7]2[n:8][n:9][n:10][c:11]2[SH:12])[cH:2][cH:3][cH:4][cH:5][cH:6]1>>[c:1]1(-[n:7]2[n:8][n:9][n:10][c:11]2[S:12][CH2:14][N:15]2[C:16](=[O:25])[CH:17]3[N:18]([S:19]2(=[O:20])=[O:21])[CH2:22][CH2:23][CH2:24]3)[cH:2][cH:3][cH:4][cH:5][cH:6]1. Starting materials: esters, FC=1C=C(CN2C(CCCC2)C(=O)N[C@@H](C)C2=CC=C(C(=O)OC)C=C2)C=CC1F (methyl 4-((1S)-1-(1-(3,4-difluorobenzyl)piperidine-2-carboxamido)ethyl)benzoate), O[Li].O (LiOH H2O). Yields the product FC=1C=C(CN2C(CCCC2)C(=O)N[C@@H](C)C2=CC=C(C(=O)[O-])C=C2)C=CC1F.[Li+] (lithium 4-((1S)-1-(1-(3,4-difluorobenzyl)piperidine-2-carboxamido) ethyl)benzoate). As a reaction SMILES: [F:1][C:2]1[CH:3]=[C:4]([CH:27]=[CH:28][C:29]=1[F:30])[CH2:5][N:6]1[CH2:11][CH2:10][CH2:9][CH2:8][CH:7]1[C:12]([NH:14][C@H:15]([C:17]1[CH:26]=[CH:25][C:20]([C:21]([O:23]C)=[O:22])=[CH:19][CH:18]=1)[CH3:16])=[O:13].O[Li:32].O>>[F:1][C:2]1[CH:3]=[C:4]([CH:27]=[CH:28][C:29]=1[F:30])[CH2:5][N:6]1[CH2:11][CH2:10][CH2:9][CH2:8][CH:7]1[C:12]([NH:14][C@H:15]([C:17]1[CH:18]=[CH:19][C:20]([C:21]([O-:23])=[O:22])=[CH:25][CH:26]=1)[CH3:16])=[O:13].[Li+:32] |f:1.2,3.4|. Procedure: The title compound (E1) (62 mg) was prepared according to the general procedure for esters hydrolysis starting from methyl 4-((1S)-1-(1-(3,4-difluorobenzyl)piperidine-2-carboxamido)ethyl)benzoate (D18) (67 mg). (LiOH H2O: 1.75 eq; reaction time: 3 hrs)